From a dataset of the Open Reaction Database (ORD), a public repository of structured organic reaction records. describe an organic reaction: reactants, conditions, products, and yield Reactants: C(CC)NCCC (di-n-propylamine), C1(=CC=C(C=C1)S(=O)(=O)O)C (p-toluenesulfonic acid), BrC=1C=CC=C2CC(COC12)O (8-Bromo-3-chromanol). Run in C1=CC=CC=C1 (benzene). Conditions: time 8 hour. Yields the product BrC=1C=CC=C2CC(COC12)N(CCC)CCC (8-Bromo-3-(di-n-propylamino)chromane). RXN SMILES: [Br:1][C:2]1[CH:3]=[CH:4][CH:5]=[C:6]2[C:11]=1[O:10][CH2:9][CH:8](O)[CH2:7]2.[CH2:13]([NH:16][CH2:17][CH2:18][CH3:19])[CH2:14][CH3:15].C1(C)C=CC(S(O)(=O)=O)=CC=1>C1C=CC=CC=1>[Br:1][C:2]1[CH:3]=[CH:4][CH:5]=[C:6]2[C:11]=1[O:10][CH2:9][CH:8]([N:16]([CH2:17][CH2:18][CH3:19])[CH2:13][CH2:14][CH3:15])[CH2:7]2. Procedure details: 8-Bromo-3-chromanol (80% according to GC, 0.8×0.69 g, 0.8×3.0=2.4 mmol) was dissolved in dry benzene and di-n-propylamine (2 ml) and p-toluenesulfonic acid (60 mg) was added. The reaction mixture was refluxed under N2 and water separation in a Dean-Stark apparatus. The solvents were removed under reduced pressure and the residue was dissolved in MeOH (50 ml) and NaBH3CN (2.0 g) was added and the mixture was stirred overnight. Water (50 ml) and 15% NaOH (5 ml) was added and the product was extrac... Starting materials: C(=O)(OC(C)(C)C)N1CCN(CC1)C(=O)Cl (1-Boc-4-(chlorocarbonyl)piperazine), N1=CC=CC=C1 (pyridine), CN (methylamine). Solvent: ClCCl (dichloromethane). Product: C(=O)(OC(C)(C)C)N1CCN(CC1)C(NC)=O (1-Boc-4-(N-methylcarbamoyl)piperazine). The yield is 70.0%. Reaction SMILES: [C:1]([N:8]1[CH2:13][CH2:12][N:11]([C:14](Cl)=[O:15])[CH2:10][CH2:9]1)([O:3][C:4]([CH3:7])([CH3:6])[CH3:5])=[O:2].[N:17]1C=CC=C[CH:18]=1.CN>ClCCl>[C:1]([N:8]1[CH2:13][CH2:12][N:11]([C:14](=[O:15])[NH:17][CH3:18])[CH2:10][CH2:9]1)([O:3][C:4]([CH3:7])([CH3:6])[CH3:5])=[O:2]. Procedure: A solution of 1-Boc-4-(chlorocarbonyl)piperazine (300 mg, 1.22 mmol), pyridine (288.4 mg, 3 equiv), and methylamine (1.83 mmol, 1.5 equiv) in dichloromethane was refluxed overnight. The solution was quenched by the dropwise addition of water. The organic layer was separated, dried over anhydrous Na2SO4, and evaporated in vacuo. The residue was purified by flash chromatography to give the title compound as a solid (˜70% yield). The product is COC(=N)C1=CC2=C(C(=N1)C=1C=NC=C(C1)Cl)N(C(=N2)N2[C@@H](CCC2)CF)C[C@@H]2CC[C@H](CC2)C (methyl-4-(5-chloropyridin-3-yl)-2-[(2S)-2-(fluoromethyl)pyrrolidin-1-yl]-3-[(trans-4-methylcyclohexyl)methyl]-3H-imidazo[4,5-c]pyridin-6-carbimidate). As a reaction SMILES: [CH3:1][O-:2].[Na+].[Cl:4][C:5]1[CH:6]=[C:7]([C:11]2[C:16]3[N:17]([CH2:27][C@H:28]4[CH2:33][CH2:32][C@H:31]([CH3:34])[CH2:30][CH2:29]4)[C:18]([N:20]4[CH2:24][CH2:23][CH2:22][C@H:21]4[CH2:25][F:26])=[N:19][C:15]=3[CH:14]=[C:13]([C:35]#[N:36])[N:12]=2)[CH:8]=[N:9][CH:10]=1>CO>[CH3:1][O:2][C:35]([C:13]1[N:12]=[C:11]([C:7]2[CH:8]=[N:9][CH:10]=[C:5]([Cl:4])[CH:6]=2)[C:16]2[N:17]([CH2:27][C@H:28]3[CH2:33][CH2:32][C@H:31]([CH3:34])[CH2:30][CH2:29]3)[C:18]([N:20]3[CH2:24][CH2:23][CH2:22][C@H:21]3[CH2:25][F:26])=[N:19][C:15]=2[CH:14]=1)=[NH:36] |f:0.1|. Procedure details: Sodium methoxide (5.20 mg, 0.096 mmol) was added to a solution of 4-(5-chloropyridin-3-yl)-2-[(2S)-2-(fluoromethyl)pyrrolidin-1-yl]-3-[(trans-4-methylcyclohexyl)methyl]-3H-imidazo[4,5-c]pyridine-6-carbonitrile (Example 3.1, Step 1; 150 mg, 0.321 mmol) in methanol (321 μL), and the vial was sealed and allowed to stir at ambient temperature overnight. The reaction was concentrated to afford crude methyl-4-(5-chloropyridin-3-yl)-2-[(2S)-2-(fluoromethyl)pyrrolidin-1-yl]-3-[(trans-4-methylcyclohexyl)... Solvent: CO (methanol). Run at time 8 hour. Starting materials: C[O-].[Na+] (Sodium methoxide), ClC=1C=C(C=NC1)C1=NC(=CC2=C1N(C(=N2)N2[C@@H](CCC2)CF)C[C@@H]2CC[C@H](CC2)C)C#N (4-(5-chloropyridin-3-yl)-2-[(2S)-2-(fluoromethyl)pyrrolidin-1-yl]-3-[(trans-4-methylcyclohexyl)methyl]-3H-imidazo[4,5-c]pyridine-6-carbonitrile). Reactants: [F-].C(CCC)[N+](CCCC)(CCCC)CCCC (tetrabutylammonium fluoride), solution, O(C1=CC=CC=C1)C1=CC=C(C(=O)O)C=C1 (4-phenoxybenzoic acid), ON1N=NC2=C1C=CC=C2 (1-hydroxybenzotriazole), Example 4 ( 4b ), [Si](C)(C)(C(C)(C)C)OCC1=CC=C(S1)C(N)=NO (5-({[t-butyl(dimethyl)silyl]oxy}methyl)-N′-hydroxythiophene-2-carboximidamide). Run in O1CCCC1 (tetrahydrofuran), C(C)#N (acetonitrile), O (water), O (water). The product is O(C1=CC=CC=C1)C1=CC=C(C=C1)C1=NC(=NO1)C1=CC=C(S1)CO ({5-[5-(4-Phenoxyphenyl)-1,2,4-oxadiazol-3-yl]-2-thienyl}methanol). The yield is 55.0%. RXN SMILES: [O:1]([C:8]1[CH:16]=[CH:15][C:11]([C:12]([OH:14])=O)=[CH:10][CH:9]=1)[C:2]1[CH:7]=[CH:6][CH:5]=[CH:4][CH:3]=1.ON1C2C=CC=CC=2N=N1.[Si]([O:34][CH2:35][C:36]1[S:40][C:39]([C:41](=[N:43]O)[NH2:42])=[CH:38][CH:37]=1)(C(C)(C)C)(C)C.[F-].C([N+](CCCC)(CCCC)CCCC)CCC>C(#N)C.O1CCCC1.O>[O:1]([C:8]1[CH:9]=[CH:10][C:11]([C:12]2[O:14][N:43]=[C:41]([C:39]3[S:40][C:36]([CH2:35][OH:34])=[CH:37][CH:38]=3)[N:42]=2)=[CH:15][CH:16]=1)[C:2]1[CH:3]=[CH:4][CH:5]=[CH:6][CH:7]=1 |f:3.4|. Reported procedure: To a solution of 4-phenoxybenzoic acid (0.12 g, 0.55 mmol) in acetonitrile (5 ml) were added successively 1-hydroxybenzotriazole (88 mg, 0.65 mmol) 1-ethyl-3-(3-dimethylaminopropyl)carbodiimide hydrochloride (0.12 g, 0.60 mmol), 5-({[t-butyl(dimethyl)silyl]oxy}methyl)-N′-hydroxythiophene-2-carboximidamide (0.14 g, 0.5 mmol) that was obtained in Example 4 (4b) with stirring, and the resulting mixture was stirred at room temperature for 30 minutes. After stirring, water (5 ml) was added to the rea...